describe an organic reaction: reactants, conditions, products, and yield From a dataset of the Open Reaction Database (ORD), a public repository of structured organic reaction records. Starting materials: solution, [F-].C(CCC)[N+](CCCC)(CCCC)CCCC (tetrabutylammonium fluoride), [H-].[Ca+2].[H-] (calcium hydride), [H][H] (hydrogen). Solvent: O1CCCC1 (tetrahydrofuran). The product is [F-] (fluoride), [F-].C(CCC)[N+](CCCC)(CCCC)CCCC (tetrabutylammonium fluoride). Reaction SMILES: [F-:1].[CH2:2]([N+:6]([CH2:15][CH2:16][CH2:17][CH3:18])([CH2:11][CH2:12][CH2:13][CH3:14])[CH2:7][CH2:8][CH2:9][CH3:10])[CH2:3][CH2:4][CH3:5].[H-].[Ca+2].[H-].[H][H]>O1CCCC1>[F-:1].[F-:1].[CH2:15]([N+:6]([CH2:2][CH2:3][CH2:4][CH3:5])([CH2:7][CH2:8][CH2:9][CH3:10])[CH2:11][CH2:12][CH2:13][CH3:14])[CH2:16][CH2:17][CH3:18] |f:0.1,2.3.4,8.9|. Procedure: Anhydrous fluoride solution was prepared by stirring a 1 M solution of tetrabutylammonium fluoride in tetrahydrofuran (THF) with calcium hydride until hydrogen-evolution had nearly ceased. The mixture was filtered, and the filtrate was diluted with an equal volume of anhydrous THF to give a homogeneous solution of 0.5 M tetrabutylammonium fluoride.